From a dataset of the Open Reaction Database (ORD), a public repository of structured organic reaction records. describe an organic reaction: reactants, conditions, products, and yield Starting materials: Cc1ccc2c(Cl)ccnc2n1, Nc1cc(COc2ccccc2)ccc1Sc1ccc(O)cc1. Product: Cc1ccc2c(Nc3cc(COc4ccccc4)ccc3Sc3ccc(O)cc3)ccnc2n1. As a reaction SMILES: [Cl:1][c:2]1[c:3]2[cH:4][cH:5][c:6]([CH3:12])[n:7][c:8]2[n:9][cH:10][cH:11]1.[NH2:13][c:14]1[c:15]([S:28][c:29]2[cH:30][cH:31][c:32]([OH:35])[cH:33][cH:34]2)[cH:16][cH:17][c:18]([CH2:20][O:21][c:22]2[cH:23][cH:24][cH:25][cH:26][cH:27]2)[cH:19]1>>[c:2]1([NH:13][c:14]2[c:15]([S:28][c:29]3[cH:30][cH:31][c:32]([OH:35])[cH:33][cH:34]3)[cH:16][cH:17][c:18]([CH2:20][O:21][c:22]3[cH:23][cH:24][cH:25][cH:26][cH:27]3)[cH:19]2)[c:3]2[cH:4][cH:5][c:6]([CH3:12])[n:7][c:8]2[n:9][cH:10][cH:11]1.